From a dataset of the Open Reaction Database (ORD), a public repository of structured organic reaction records. describe an organic reaction: reactants, conditions, products, and yield The reactants are COC(=O)c1cc(NC2CC2)nc(N(C)S(C)(=O)=O)c1, CO, Cl, [Na+], [OH-]. The product is CN(c1cc(C(=O)O)cc(NC2CC2)n1)S(C)(=O)=O. As a reaction SMILES: [CH3:1][O:2][C:3]([c:4]1[cH:5][c:6]([NH:16][CH:17]2[CH2:18][CH2:19]2)[n:7][c:8]([N:10]([CH3:11])[S:12](=[O:13])(=[O:14])[CH3:15])[cH:9]1)=[O:20].[CH3:24][OH:25].[ClH:23].[Na+:22].[OH-:21]>>[O:2]=[C:3]([c:4]1[cH:5][c:6]([NH:16][CH:17]2[CH2:18][CH2:19]2)[n:7][c:8]([N:10]([CH3:11])[S:12](=[O:13])(=[O:14])[CH3:15])[cH:9]1)[OH:20]. Reactants: CO, Cc1cc([N+](=O)[O-])ccc1N1CCCCC1=O. Yields the product Cc1cc(N)ccc1N1CCCCC1=O. RXN SMILES: [CH3:18][OH:19].[N+:1]([O-:2])(=[O:3])[c:4]1[cH:5][c:6]([CH3:17])[c:7]([N:10]2[C:11](=[O:16])[CH2:12][CH2:13][CH2:14][CH2:15]2)[cH:8][cH:9]1>>[NH2:1][c:4]1[cH:5][c:6]([CH3:17])[c:7]([N:10]2[C:11](=[O:16])[CH2:12][CH2:13][CH2:14][CH2:15]2)[cH:8][cH:9]1. The reactants are CC=1N(C=C(N1)C(F)(F)F)C(C(=O)O)C (2-[2-Methyl-4-(trifluoromethyl)imidazol-1-yl]propanoic acid), solution, FC1=CC=C(C=C1)N1N=CC=2NCCCC21 (1-(4-fluorophenyl)-4,5,6,7-tetrahydropyrazolo[4,3-b]pyridine), N1=CC=CC=C1 (pyridine), C(C(=O)Cl)(=O)Cl (Oxalyl chloride). The solvent is ClCCl (dichloromethane), O (Water), CN(C=O)C (dimethylformamide). Run at time 2 hour. Yields the product FC1=CC=C(C=C1)N1N=CC=2N(CCCC21)C(C(C)N2C(=NC(=C2)C(F)(F)F)C)=O (1-[1-(4-fluorophenyl)-6,7-dihydro-5H-pyrazolo[4,3-b]pyridin-4-yl]-2-[2-methyl-4-(trifluoromethyl)imidazol-1-yl]propan-1-one). The yield is 86.9%. RXN SMILES: [CH3:1][C:2]1[N:3]([CH:11]([CH3:15])[C:12]([OH:14])=O)[CH:4]=[C:5]([C:7]([F:10])([F:9])[F:8])[N:6]=1.C(Cl)(=O)C(Cl)=O.[F:22][C:23]1[CH:28]=[CH:27][C:26]([N:29]2[C:37]3[CH2:36][CH2:35][CH2:34][NH:33][C:32]=3[CH:31]=[N:30]2)=[CH:25][CH:24]=1.N1C=CC=CC=1>ClCCl.O.CN(C)C=O>[F:22][C:23]1[CH:24]=[CH:25][C:26]([N:29]2[C:37]3[CH2:36][CH2:35][CH2:34][N:33]([C:12](=[O:14])[CH:11]([N:3]4[CH:4]=[C:5]([C:7]([F:8])([F:9])[F:10])[N:6]=[C:2]4[CH3:1])[CH3:15])[C:32]=3[CH:31]=[N:30]2)=[CH:27][CH:28]=1. Procedure: 2-[2-Methyl-4-(trifluoromethyl)imidazol-1-yl]propanoic acid (151 mg, 0.679 mmol) was dissolved in dichloromethane (2 mL) at room temperature. Oxalyl chloride (120 μL, 1.38 mmol) and a catalytic amount of dimethylformamide (1 μL) was added and the reaction was stirred at room temperature for 2 h. Solvent was removed under reduced pressure and the acid chloride was dried under vacuum. The crude acid chloride was dissolved in dichloromethane (2.1 mL). To a portion of this solution (0.7 mL, 0.22 mmo... Reactants: Cl (HCl), ( 2 ), [Li+].[OH-] (LiOH), O=C1N(CCC1)C(C(=O)OC)CC=C (methyl 2-(2-oxopyrrolidin-1-yl)pent-4-enoate). The solvent is O (H2O), C1CCOC1 (THF). Run at time 16 hour. Product: O=C1N(CCC1)C(C(=O)O)CC=C (2-(2-oxopyrrolidin-1-yl)pent-4-enoic acid). Yield: 81.1%. Reaction SMILES: [Li+].[OH-].[O:3]=[C:4]1[CH2:8][CH2:7][CH2:6][N:5]1[CH:9]([CH2:14][CH:15]=[CH2:16])[C:10]([O:12]C)=[O:11].Cl>O.C1COCC1>[O:3]=[C:4]1[CH2:8][CH2:7][CH2:6][N:5]1[CH:9]([CH2:14][CH:15]=[CH2:16])[C:10]([OH:12])=[O:11] |f:0.1|. Procedure: Step A (2): A solution of LiOH (2 M, 0.73 g, 30.4 mmol) in 15 mL H2O was added to a solution of methyl 2-(2-oxopyrrolidin-1-yl)pent-4-enoate (2.0 g, 10.1 mmol) from step A(1) in THF (15 mL) at room temperature. The mixture was stirred at room temperature for 16 h. Poured into 1 N HCl. Extracted with EtOAc (3×250 mL). Washed combined organics with brine, dried with Na2SO4 After concentration in vacuo, dried on high-vacuum for ˜3 h to give 1.5 g (81%) of 2-(2-oxopyrrolidin-1-yl)pent-4-enoic acid a... Reactants: COC(CO)=O (glycolic acid methyl ester), [H-] (hydride), BrC1=NC(=CC=C1)Br (2,6-dibromopyridine). The solvent is CN(C=O)C (dimethylformamide), CN(C=O)C (dimethylformamide). Yields the product COC(COC1=NC(=CC=C1)Br)=O (2-(6-bromo-2-pyridyloxy)acetic acid methyl ester). Yield: 80.2%. Reaction SMILES: [H-].[CH3:2][O:3][C:4](=[O:7])[CH2:5][OH:6].[Br:8][C:9]1[CH:14]=[CH:13][CH:12]=[C:11](Br)[N:10]=1>CN(C)C=O>[CH3:2][O:3][C:4](=[O:7])[CH2:5][O:6][C:11]1[CH:12]=[CH:13][CH:14]=[C:9]([Br:8])[N:10]=1. Procedure: A suspension of 178 mg of sodiura hydride (80% dispersion in mineral oil) in 4 ml of dimethylformamide is mixed under argon atmosphere, stirring and ice cooling with a solution of 361 mg of glycolic acid methyl ester in 2 ml of dimethylformaraide and stirred for 3 hours at room temperature. Then, a solution of 948 mg of 2,6-dibromopyridine in 2 ml of dimethylformamide is added under ice cooling and the mixture is stirred for 48 hours at room temperature. The reaction mixture is poured on ice and... Starting materials: O=C1COCC(=O)O1, COC(=O)c1ccc(Br)cc1N. Yields the product COC(=O)c1ccc(Br)cc1NC(=O)COCC(=O)O. As a reaction SMILES: [C:13]1(=[O:20])[CH2:14][O:15][CH2:16][C:17](=[O:18])[O:19]1.[NH2:1][c:2]1[c:3]([C:4](=[O:5])[O:6][CH3:7])[cH:8][cH:9][c:10]([Br:12])[cH:11]1>>[NH:1]([c:2]1[c:3]([C:4](=[O:5])[O:6][CH3:7])[cH:8][cH:9][c:10]([Br:12])[cH:11]1)[C:17]([CH2:16][O:15][CH2:14][C:13](=[O:19])[OH:20])=[O:18].